Dataset: the Open Reaction Database (ORD), a public repository of structured organic reaction records. Task: describe an organic reaction: reactants, conditions, products, and yield Starting materials: C(C)(=O)OC(CC1=CC=CC=C1)C (2-acetoxypropyl benzene), O (water), C1(CCC(=O)O1)=O (Succinic anhydride), [Cl-].[Al+3].[Cl-].[Cl-] (aluminium chloride). Solvent: ClCCCl (1,2-dichloroethane), ClCCCl (1,2-dichloroethane). Conditions: time 15 minute. Product: C(C)(=O)OC(CC1=CC=C(C(=O)CCC(=O)O)C=C1)C (3-[4-(2-acetoxypropyl)- benzoyl]propionic acid). Reaction SMILES: [C:1]1(=[O:7])[O:6][C:4](=[O:5])[CH2:3][CH2:2]1.[Cl-].[Al+3].[Cl-].[Cl-].[C:12]([O:15][CH:16]([CH3:24])[CH2:17][C:18]1[CH:23]=[CH:22][CH:21]=[CH:20][CH:19]=1)(=[O:14])[CH3:13].O>ClCCCl>[C:12]([O:15][CH:16]([CH3:24])[CH2:17][C:18]1[CH:23]=[CH:22][C:21]([C:4]([CH2:3][CH2:2][C:1]([OH:6])=[O:7])=[O:5])=[CH:20][CH:19]=1)(=[O:14])[CH3:13] |f:1.2.3.4|. Procedure: Succinic anhydride (3 g) was added, under a nitrogen atmosphere, to a stirred slurry of aluminium chloride (8.25 g) in 1,2-dichloroethane (50 ml). The resulting mixture was stirred at room temperature for 15 minutes. A solution of 2-acetoxypropyl benzene (5 g) in 1,2-dichloroethane (20 ml) was added, dropwise, to the stirred mixture which was stirred for a further 3 days at room temperature. The reaction mixture was poured into water. The organic solvent was evaporated and the aqueous residue wa... Starting materials: COc1ccc(P2(=S)SP(=S)(c3ccc(OC)cc3)S2)cc1, Cc1cc(C)nc(NC(=O)c2cnccn2)c1, Cc1ccccc1. The product is Cc1cc(C)nc(NC(=S)c2cnccn2)c1. As a reaction SMILES: [CH3:18][O:19][c:20]1[cH:21][cH:22][c:23]([P:24]2(=[S:27])[S:25][P:26]([c:28]3[cH:29][cH:30][c:31]([O:32][CH3:33])[cH:34][cH:35]3)(=[S:36])[S:37]2)[cH:38][cH:39]1.[CH3:1][c:2]1[cH:3][c:4]([NH:9][C:10](=[O:11])[c:12]2[n:13][cH:14][cH:15][n:16][cH:17]2)[n:5][c:6]([CH3:8])[cH:7]1.[CH3:40][c:41]1[cH:42][cH:43][cH:44][cH:45][cH:46]1>>[CH3:1][c:2]1[cH:3][c:4]([NH:9][C:10]([c:12]2[n:13][cH:14][cH:15][n:16][cH:17]2)=[S:27])[n:5][c:6]([CH3:8])[cH:7]1. Reactants: C(C)(C)(C)C=1N=C(C=2C(N1)=NN(N2)CC)N2CC(CC2)(F)F (5-tert-Butyl-7-(3,3-difluoro-pyrrolidin-1-yl)-2-ethyl-2H-[1,2,3]triazolo[4,5-d]pyrimidine), C(C)(C)(C)C=1N=C(C2=C(N1)NN=N2)N2CC(CC2)(F)F (5-tert-butyl-7-(3,3-difluoropyrrolidin-1-yl)-3H-[1,2,3]triazolo[4,5-d]pyrimidine), BrC1CS(C1)(=O)=O (3-bromo-thietane 1,1-dioxide). Yields the product C(C)(C)(C)C=1N=C(C=2C(N1)=NN(N2)C2CS(C2)(=O)=O)N2CC(CC2)(F)F (5-tert-Butyl-7-(3,3-difluoro-pyrrolidin-1-yl)-2-(1,1-dioxo-1λ6-thietan-3-yl)-2H-[1,2,3]triazolo[4,5-d]pyrimidine). As a reaction SMILES: [C:1]([C:5]1[N:6]=[C:7]([N:16]2[CH2:20][CH2:19][C:18]([F:22])([F:21])[CH2:17]2)[C:8]2[C:9](=[N:11][N:12]([CH2:14][CH3:15])[N:13]=2)[N:10]=1)([CH3:4])([CH3:3])[CH3:2].C(C1N=C(N2CCC(F)(F)C2)C2N=NNC=2N=1)(C)(C)C.BrC1C[S:46](=[O:49])(=[O:48])[CH2:45]1>>[C:1]([C:5]1[N:6]=[C:7]([N:16]2[CH2:20][CH2:19][C:18]([F:21])([F:22])[CH2:17]2)[C:8]2[C:9](=[N:11][N:12]([CH:14]3[CH2:45][S:46](=[O:49])(=[O:48])[CH2:15]3)[N:13]=2)[N:10]=1)([CH3:2])([CH3:3])[CH3:4]. Procedure: In analogy to the procedure described for the synthesis of 5-tert-butyl-7-(3,3-difluoro-pyrrolidin-1-yl)-2-ethyl-2H-[1,2,3]triazolo[4,5-d]pyrimidine (example 3, step b), the title compound was prepared from 5-tert-butyl-7-(3,3-difluoropyrrolidin-1-yl)-3H-[1,2,3]triazolo[4,5-d]pyrimidine and 3-bromo-thietane 1,1-dioxide and isolated as white solid. MS (m/e): 387.3 (MH+). Starting materials: C(C)(=O)O (acetic acid), C(C)(=O)C1=C(OCC(COC2=C(C=C(C=C2)Cl)Cl)O)C=CC=C1O (1-(2-acetyl-3-hydroxyphenoxy)-2-hydroxy-3 -(2,4-dichlorophenoxy) propane), [O-]CC.[Na+] (sodium ethoxide), [Na] (sodium). Reagents/catalysts: Cl (hydrochloric acid). The solvent is C(C)O (ethanol), O (water), C(C(=O)OCC)(=O)OCC (diethyl oxalate), CCOCC (ether), C(C)O (ethanol). The product is C(=O)(OCC)C=1OC2=CC=CC(=C2C(C1)=O)OCC(COC1=C(C=C(C=C1)Cl)Cl)O (1-(2-carbethoxychromon-5-yloxy)-2-hydroxy-3-(2,4-dichlorophenoxy) propane). RXN SMILES: [C:1]([C:4]1[C:23]([OH:24])=[CH:22][CH:21]=[CH:20][C:5]=1[O:6][CH2:7][CH:8]([OH:19])[CH2:9][O:10][C:11]1[CH:16]=[CH:15][C:14]([Cl:17])=[CH:13][C:12]=1[Cl:18])(=[O:3])[CH3:2].[O-:25][CH2:26][CH3:27].[Na+].[Na].[C:30](O)(=[O:32])[CH3:31]>C(OCC)(=O)C(OCC)=O.CCOCC.O.C(O)C.Cl>[C:26]([C:27]1[O:24][C:23]2[C:4]([C:1](=[O:3])[CH:2]=1)=[C:5]([O:6][CH2:7][CH:8]([OH:19])[CH2:9][O:10][C:11]1[CH:16]=[CH:15][C:14]([Cl:17])=[CH:13][C:12]=1[Cl:18])[CH:20]=[CH:21][CH:22]=2)([O:32][CH2:30][CH3:31])=[O:25] |f:1.2,^1:28|. Reported procedure: A suspension of 1-(2-acetyl-3-hydroxyphenoxy)-2-hydroxy-3 -(2,4-dichlorophenoxy) propane (29.6 g) in diethyl oxalate (30 ml) was added to a suspension of sodium ethoxide, prepared from sodium (6.0 g) and ethanol (60 ml) in dry ether (400 ml). The resulting mixture was heated under reflux for 2 hours, cooled, and then poured onto ice (200 g). After acidifying with a solution of acetic acid (24 ml) in water (160 ml) the ethereal layer was separated. The aqueous layer was extracted with ether (3 × ...